Dataset: the Open Reaction Database (ORD), a public repository of structured organic reaction records. Task: describe an organic reaction: reactants, conditions, products, and yield The product is CC(CN1C(N(C2=NC(=CC=C21)[C@H]2[C@@H](C2)CCN2C(N(C(C2)=O)C)=O)C)=O)(C)C (1-(2-{(1S,2R)-2-[1-(2,2-Dimethylpropyl)-3-methyl-2-oxo-2,3-dihydro-1H-imidazo[4,5-b]pyridin-5-yl]cyclopropyl}ethyl)-3-methylimidazolidine-2,4-dione). Reactants: CN1C(NCC1=O)=O (3-Methylimidazolidine-2,4-dione), [H-].[Na+] (NaH), CC(CN1C(N(C2=NC(=CC=C21)[C@H]2[C@@H](C2)CCS(=O)(=O)C)C)=O)(C)C (1-(2,2-Dimethylpropyl)-3-methyl-5-{(1R,2S)-2-[2-(methylsulfonyl)ethyl]-cyclopropyl}-1,3-dihydro-2H-imidazo[4,5-b]pyridin-2-one). Solvent: CN(C)C=O (DMF). RXN SMILES: [CH3:1][C:2]([CH3:25])([CH3:24])[CH2:3][N:4]1[C:12]2[C:7](=[N:8][C:9]([C@@H:13]3[CH2:15][C@H:14]3[CH2:16][CH2:17]S(C)(=O)=O)=[CH:10][CH:11]=2)[N:6]([CH3:22])[C:5]1=[O:23].[CH3:26][N:27]1[C:31](=[O:32])[CH2:30][NH:29][C:28]1=[O:33].[H-].[Na+]>CN(C=O)C>[CH3:1][C:2]([CH3:25])([CH3:24])[CH2:3][N:4]1[C:12]2[C:7](=[N:8][C:9]([C@@H:13]3[CH2:15][C@H:14]3[CH2:16][CH2:17][N:29]3[CH2:30][C:31](=[O:32])[N:27]([CH3:26])[C:28]3=[O:33])=[CH:10][CH:11]=2)[N:6]([CH3:22])[C:5]1=[O:23] |f:2.3|. Run at temperature 0 celsius, time 18 hour. Reported procedure: 1-(2,2-Dimethylpropyl)-3-methyl-5-{(1R,2S)-2-[2-(methylsulfonyl)ethyl]-cyclopropyl}-1,3-dihydro-2H-imidazo[4,5-b]pyridin-2-one (32-5, 39 mg, 0.10 mmol, 1.0 equiv) was added to anhydrous DMF (0.50 mL) and cooled to 0° C. 3-Methylimidazolidine-2,4-dione (31-6, 58 mg, 0.51 mmol, 5.0 equiv) and NaH (20 mg, 0.51 mmol, 5.0 equiv, 60% dispersion in oil) were added sequentially and the resulting mixture was warmed to RT. After 18 h, LCMS showed complete consumption of 32-5. Purification by reverse-phase... Reactants: P(=O)(O)(O)C(C(=O)O)C (2-phosphonopropionic acid), CO (methanol). Yields the product P(=O)(O)(O)C(C(=O)OC)C (Methyl 2-Phosphonopropionate). Reaction SMILES: [P:1]([CH:5]([CH3:9])[C:6]([OH:8])=[O:7])([OH:4])([OH:3])=[O:2].[CH3:10]O>>[P:1]([CH:5]([CH3:9])[C:6]([O:8][CH3:10])=[O:7])([OH:4])([OH:3])=[O:2]. Procedure: A solution of 2-phosphonopropionic acid (11.2 g., 0.073 moles) in methanol (150 ml.) is heated at reflux for eighteen hours. The methanol is removed in vacuo. Electrophoresis (0.1 N NH4HCO3, 2000 V, 20 minutes, 7.5 cm) indicates complete conversion to the desired product, methyl 2-phosphonopropionate; yield quantitative. Starting materials: [Al+3], C1CCOC1, [H-], [H-], [H-], [H-], [Li+], [Na+], [OH-], O, NC(=O)C1CCCN(C(c2ccccc2)c2ccccc2)C1. As a reaction SMILES: [Al+3:2].[CH2:32]1[O:33][CH2:34][CH2:35][CH2:36]1.[H-:1].[H-:4].[H-:5].[H-:6].[Li+:3].[Na+:30].[OH-:29].[OH2:31].[c:7]1([CH:13]([N:14]2[CH2:15][CH:16]([C:20](=[O:21])[NH2:22])[CH2:17][CH2:18][CH2:19]2)[c:23]2[cH:24][cH:25][cH:26][cH:27][cH:28]2)[cH:8][cH:9][cH:10][cH:11][cH:12]1>>[c:7]1([CH:13]([N:14]2[CH2:15][CH:16]([CH2:20][NH2:22])[CH2:17][CH2:18][CH2:19]2)[c:23]2[cH:24][cH:25][cH:26][cH:27][cH:28]2)[cH:8][cH:9][cH:10][cH:11][cH:12]1. Yields the product NCC1CCCN(C(c2ccccc2)c2ccccc2)C1. Reactants: CCCCN=C=O, COC(=O)C(C)Oc1ccccc1S(N)(=O)=O, O=C(Cl)Cl, C1CCCC(N2CCCCCCN2)CCC1, Cc1ccccc1C. The product is COC(=O)C(C)Oc1ccccc1S(=O)(=O)N=C=O. Reaction SMILES: [CH2:18]([N:19]=[C:23]=[O:24])[CH2:20][CH2:21][CH3:22].[CH3:1][O:2][C:3](=[O:4])[CH:5]([CH3:6])[O:7][c:8]1[c:9]([S:14](=[O:15])(=[O:16])[NH2:17])[cH:10][cH:11][cH:12][cH:13]1.[Cl:41][C:42](=[O:43])[Cl:44].[N:25]1([CH:26]2[CH2:27][CH2:28][CH2:29][CH2:30][CH2:31][CH2:32][CH2:33]2)[CH2:34][CH2:35][CH2:36][CH2:37][CH2:38][CH2:39][NH:40]1.[c:45]1([CH3:46])[c:47]([CH3:48])[cH:49][cH:50][cH:51][cH:52]1>>[CH3:1][O:2][C:3](=[O:4])[CH:5]([CH3:6])[O:7][c:8]1[c:9]([S:14](=[O:15])(=[O:16])[N:17]=[C:23]=[O:24])[cH:10][cH:11][cH:12][cH:13]1. Starting materials: COC(CC1=CC(=C(C(=C1)Cl)OC1=CC(=C(C=C1)NC(C(C)C)=O)\C=C\C(=O)O)Cl)=O (Methyl{3,5-dichloro-4-[3-((E)-2-carboxyvinyl)-4-isobutyramidophenoxy]phenyl}acetate), [Li+].[OH-] (LiOH), Cl (hydrochloric acid). Solvent: C1CCOC1 (THF). Yields the product ClC=1C=C(C=C(C1OC1=CC(=C(C=C1)NC(C(C)C)=O)\C=C\C(=O)O)Cl)CC(=O)O (3,5-dichloro-4-[3-((E)-2-carboxyvinyl)-4-isobutyr-amidophenoxy]phenylacetic acid). Isolated yield 35.4%. As a reaction SMILES: C[O:2][C:3](=[O:31])[CH2:4][C:5]1[CH:10]=[C:9]([Cl:11])[C:8]([O:12][C:13]2[CH:18]=[CH:17][C:16]([NH:19][C:20](=[O:24])[CH:21]([CH3:23])[CH3:22])=[C:15](/[CH:25]=[CH:26]/[C:27]([OH:29])=[O:28])[CH:14]=2)=[C:7]([Cl:30])[CH:6]=1.[Li+].[OH-].Cl>C1COCC1>[Cl:11][C:9]1[CH:10]=[C:5]([CH2:4][C:3]([OH:31])=[O:2])[CH:6]=[C:7]([Cl:30])[C:8]=1[O:12][C:13]1[CH:18]=[CH:17][C:16]([NH:19][C:20](=[O:24])[CH:21]([CH3:23])[CH3:22])=[C:15](/[CH:25]=[CH:26]/[C:27]([OH:29])=[O:28])[CH:14]=1 |f:1.2|. Procedure: Methyl{3,5-dichloro-4-[3-((E)-2-carboxyvinyl)-4-isobutyramidophenoxy]phenyl}acetate(10 mg, 0.02 mmol), LiOH (2 mL, 1N) and THF (1 mL) was stirred at room temperature for 16 hours. The reaction mixture was poured into an aqueous solution of hydrochloric acid (1N). The aqueous layer was extracted with ethyl acetate, and the combined organic layers was washed with water, dried over MgSO4, filtered, and concentrated at reduced pressure to give 3.2 mg (35%) of 3,5-dichloro-4-[3-((E)-2-carboxyvinyl)-4...